Dataset: the Open Reaction Database (ORD), a public repository of structured organic reaction records. Task: describe an organic reaction: reactants, conditions, products, and yield Reactants: C(=C)OC(CCCN(C1=CC=CC=C1)CC)=O (4-(ethyl-phenyl-amino)-butyric acid vinyl ester), S(N)(O)(=O)=O (sulfamic acid), N(=O)OS(O)(=O)=O (nitrosyl sulfuric acid), ClC1=C(N)C=CC(=C1)[N+](=O)[O-] (2-chloro-4-nitroaniline), C(CC)(=O)O (propionic acid). The solvent is CO (methanol), C(C)(=O)O (acetic acid). Run at temperature 5 celsius, time 2 hour. Product: 10.4, C(=C)OC(CCCN(CC)C1=CC=C(C=C1)N=NC1=C(C=C(C=C1)[N+](=O)[O-])Cl)=O (4-{[4-(2-chloro-4-nitrophenylazo)-phenyl]-ethyl-amino}-butyric acid vinyl ester). As a reaction SMILES: [Cl:1][C:2]1[CH:8]=[C:7]([N+:9]([O-:11])=[O:10])[CH:6]=[CH:5][C:3]=1[NH2:4].C(O)(=O)CC.N(OS(=O)(=O)O)=O.[CH:24]([O:26][C:27](=[O:40])[CH2:28][CH2:29][CH2:30][N:31]([CH2:38][CH3:39])[C:32]1[CH:37]=[CH:36][CH:35]=[CH:34][CH:33]=1)=[CH2:25].S(=O)(=O)(O)[NH2:42]>CO.C(O)(=O)C>[CH:24]([O:26][C:27](=[O:40])[CH2:28][CH2:29][CH2:30][N:31]([C:32]1[CH:37]=[CH:36][C:35]([N:42]=[N:4][C:3]2[CH:5]=[CH:6][C:7]([N+:9]([O-:11])=[O:10])=[CH:8][C:2]=2[Cl:1])=[CH:34][CH:33]=1)[CH2:38][CH3:39])=[CH2:25]. Procedure: 5.2 parts of 2-chloro-4-nitroaniline, 20 parts of propionic acid and 30 parts of acetic acid were charged and cooled to 5° C. 11.4 parts of 40% (w/w) nitrosyl sulfuric acid were added, whilst the temperature was held below 10° C. The diazotization mixture was stirred for a further 2 hrs at 5-10° C. To a separate vessel were charged 7.0 parts of 4-(ethyl-phenyl-amino)-butyric acid vinyl ester, 100 parts of methanol, 1 part sulfamic acid and 100 parts of ice. With stirring, the diazotization mixtu...